From a dataset of the Open Reaction Database (ORD), a public repository of structured organic reaction records. describe an organic reaction: reactants, conditions, products, and yield The reactants are CS(=O)(=O)OCC1CCC(CC1)COC=C (4-[(Vinyloxy)methyl]cyclohexylmethyl methanesulfonate), CS(=O)C (dimethyl sulfoxide), [C-]#N.[Na+] (sodium cyanide). Conditions: temperature 25 celsius, time 16 hour. Yields the product C(=C)OCC1CCC(CC1)CC#N (4-[(vinyloxy)methyl]cyclohexylacetonitrile). The yield is 87.2%. Reaction SMILES: CS(O[CH2:6][CH:7]1[CH2:12][CH2:11][CH:10]([CH2:13][O:14][CH:15]=[CH2:16])[CH2:9][CH2:8]1)(=O)=O.CS(C)=O.[C-:21]#[N:22].[Na+]>>[CH:15]([O:14][CH2:13][CH:10]1[CH2:11][CH2:12][CH:7]([CH2:6][C:21]#[N:22])[CH2:8][CH2:9]1)=[CH2:16] |f:2.3|. Reported procedure: 4-[(Vinyloxy)methyl]cyclohexylmethyl methanesulfonate (1.43 g, 0.00576 mol) was dissolved in dimethyl sulfoxide (5 mL, 0.07 mol), and then sodium cyanide (1 g, 0.02 mol) was added. The reaction was stirred at 60° C. for 2 hours at 25° C. for 16 hours. The reaction was extracted with ethyl acetate and the extracts were washed with water, brine 3×, and then dried over MgSO4 and concentrated in vacuo. The product was purified via column chromatography on silica gel (20% ethyl acetate, 80% hexanes) ... Reactants: Cl (hydrogen chloride), O=C(C(C)N1CCC(CC1)N1C(NC2=C1C=CC=C2)=O)C2=CC(=CC=C2)OCC2=CC=CC=C2 (1-[3-oxo-3-(3-benzyloxyphenyl)-2-propyl]-4-(2-keto-1-benzimidazolinyl)-piperidine), [H][H] (hydrogen), 10. The reagents and catalysts are [C].[Pd] (palladium-carbon). Solvent: CO (methanol), CO (methanol). Run at time 24 hour. Yields the product Cl.OC(C(C)N1CCC(CC1)N1C(NC2=C1C=CC=C2)=O)C2=CC(=CC=C2)O (1-[3-hydroxy-(3-hydroxyphenyl)-2-propyl]-4-(2-keto-1-benzimidazolinyl)piperidine hydrochloride). Isolated yield 88.6%. As a reaction SMILES: [O:1]=[C:2]([C:21]1[CH:26]=[CH:25][CH:24]=[C:23]([O:27]CC2C=CC=CC=2)[CH:22]=1)[CH:3]([N:5]1[CH2:10][CH2:9][CH:8]([N:11]2[C:15]3[CH:16]=[CH:17][CH:18]=[CH:19][C:14]=3[NH:13][C:12]2=[O:20])[CH2:7][CH2:6]1)[CH3:4].[ClH:35].[H][H]>CO.[C].[Pd]>[ClH:35].[OH:1][CH:2]([C:21]1[CH:26]=[CH:25][CH:24]=[C:23]([OH:27])[CH:22]=1)[CH:3]([N:5]1[CH2:10][CH2:9][CH:8]([N:11]2[C:15]3[CH:16]=[CH:17][CH:18]=[CH:19][C:14]=3[NH:13][C:12]2=[O:20])[CH2:7][CH2:6]1)[CH3:4] |f:4.5,6.7|. Reported procedure: 0.7 g of 1-[3-oxo-3-(3-benzyloxyphenyl)-2-propyl]-4-(2-keto-1-benzimidazolinyl)-piperidine is dissolved in 50 ml of methanol, and 1 ml of methanol solution containing 0.1 g of hydrogen chloride is added thereto. Further, 0.2 g of palladium-carbon is added to the solution, and the mixture is shaked in an autoclave at room temperature with a hydrogen pressure of 10 atmospheric pressures to reduce the compound. After 24 hours, the reaction solution is subjected to filtration, and the mother liquor ... The reactants are NC=1C=C(C(=NC1)[C@H](CC1=CC(=CC(=C1)F)F)NC(OC(C)(C)C)=O)C=1C=CC(=C2C(=NN(C12)C)NS(=O)(=O)C)Cl ((S)-tert-butyl (1-(5-amino-3-(4-chloro-1-methyl-3-(methylsulfonamido)-1H-indazol-7-yl)pyridin-2-yl)-2-(3,5-difluorophenyl)ethyl)carbamate), C(=O)(C(F)(F)F)O (TFA). Solvent: C(Cl)Cl (DCM). Run at time 1 hour. Yields the product OC(=O)C(F)(F)F.NC=1C=C(C(=NC1)[C@H](CC1=CC(=CC(=C1)F)F)N)C=1C=CC(=C2C(=NN(C12)C)NS(=O)(=O)C)Cl ((S)—N-(7-(5-amino-2-(1-amino-2-(3,5-difluorophenyl)ethyl)pyridin-3-yl)-4-chloro-1-methyl-1H-indazol-3-yl)methanesulfonamide TFA salt). RXN SMILES: [NH2:1][C:2]1[CH:3]=[C:4]([C:26]2[CH:27]=[CH:28][C:29]([Cl:41])=[C:30]3[C:34]=2[N:33]([CH3:35])[N:32]=[C:31]3[NH:36][S:37]([CH3:40])(=[O:39])=[O:38])[C:5]([C@@H:8]([NH:18]C(=O)OC(C)(C)C)[CH2:9][C:10]2[CH:15]=[C:14]([F:16])[CH:13]=[C:12]([F:17])[CH:11]=2)=[N:6][CH:7]=1.[C:42]([OH:48])([C:44]([F:47])([F:46])[F:45])=[O:43]>C(Cl)Cl>[OH:48][C:42]([C:44]([F:47])([F:46])[F:45])=[O:43].[NH2:1][C:2]1[CH:3]=[C:4]([C:26]2[CH:27]=[CH:28][C:29]([Cl:41])=[C:30]3[C:34]=2[N:33]([CH3:35])[N:32]=[C:31]3[NH:36][S:37]([CH3:40])(=[O:39])=[O:38])[C:5]([C@@H:8]([NH2:18])[CH2:9][C:10]2[CH:15]=[C:14]([F:16])[CH:13]=[C:12]([F:17])[CH:11]=2)=[N:6][CH:7]=1 |f:3.4|. Procedure: Compound 49A (60 mg) was dissolved in 2 mL of DCM and to it was added 0.3 mL of TFA. The reaction mixture was stirred at room temperature for 1 hour. The solvent was removed to afford the title product. MS (m/z): 507.00 [M+H]+.